From a dataset of the Open Reaction Database (ORD), a public repository of structured organic reaction records. describe an organic reaction: reactants, conditions, products, and yield The reactants are C1(=CC=CC=C1)S(=O)(=O)C(F)F (difluoromethyl phenyl sulfone), [OH-].[Na+] (sodium hydroxide), C(C1=CC=CC=C1)=O (benzaldehyde). The reagents and catalysts are CCCCCCCC[N+](C)(CCCCCCCC)CCCCCCCC.[Cl-] (Aliquat 336). The solvent is ClCCl (dichloromethane), ClCCl (dichloromethane). Reaction conditions: time 10 minute. Yields the product FC(C(O)C1=CC=CC=C1)(S(=O)(=O)C1=CC=CC=C1)F (2,2-difluoro-1-phenyl-2-phenylsulfonylethanol). The yield is 90.3%. RXN SMILES: [C:1]1([S:7]([CH:10]([F:12])[F:11])(=[O:9])=[O:8])[CH:6]=[CH:5][CH:4]=[CH:3][CH:2]=1.[OH-].[Na+].[CH:15](=[O:22])[C:16]1[CH:21]=[CH:20][CH:19]=[CH:18][CH:17]=1>CCCCCCCC[N+](CCCCCCCC)(CCCCCCCC)C.[Cl-].ClCCl>[F:11][C:10]([F:12])([S:7]([C:1]1[CH:2]=[CH:3][CH:4]=[CH:5][CH:6]=1)(=[O:9])=[O:8])[CH:15]([C:16]1[CH:21]=[CH:20][CH:19]=[CH:18][CH:17]=1)[OH:22] |f:1.2,4.5|. Procedure: A mixture of 100 mg (0.52 mmol) of difluoromethyl phenyl sulfone, 1.0 mL of dichloromethane, 1.0 mL of 50% aqueous sodium hydroxide and 20 mg (0.050 mmol) of Aliquat 336 was stirred vigorously for 10 minutes and treated with a solution of 0.16 mL (1.6 mmol) of benzaldehyde in 0.5 mL of dichloromethane. Vigorous stirring was continued for four hours and the resulting mixture was poured into 20 mL of lN HCL. Extraction of the aqueous mixture with three 10 mL portions of dichloromethane followed by... Reactants: Cc1oc(-c2ccccc2)nc1CCOc1ccc(CC(N)C(=O)O)cc1, CCCCCCCC(=O)CC(=O)c1ccccc1. The product is CCCCCCCC(=CC(=O)c1ccccc1)NC(Cc1ccc(OCCc2nc(-c3ccccc3)oc2C)cc1)C(=O)O. RXN SMILES: [NH2:1][CH:2]([C:3](=[O:4])[OH:5])[CH2:6][c:7]1[cH:8][cH:9][c:10]([O:13][CH2:14][CH2:15][c:16]2[n:17][c:18](-[c:22]3[cH:23][cH:24][cH:25][cH:26][cH:27]3)[o:19][c:20]2[CH3:21])[cH:11][cH:12]1.[c:28]1([C:34]([CH2:35][C:36]([CH2:37][CH2:38][CH2:39][CH2:40][CH2:41][CH2:42][CH3:43])=[O:44])=[O:45])[cH:29][cH:30][cH:31][cH:32][cH:33]1>>[NH:1]([CH:2]([C:3](=[O:4])[OH:5])[CH2:6][c:7]1[cH:8][cH:9][c:10]([O:13][CH2:14][CH2:15][c:16]2[n:17][c:18](-[c:22]3[cH:23][cH:24][cH:25][cH:26][cH:27]3)[o:19][c:20]2[CH3:21])[cH:11][cH:12]1)[C:36](=[CH:35][C:34]([c:28]1[cH:29][cH:30][cH:31][cH:32][cH:33]1)=[O:45])[CH2:37][CH2:38][CH2:39][CH2:40][CH2:41][CH2:42][CH3:43]. Starting materials: C(C)O (ethanol), O (water), COC1=CC=C2C=CC=C(C2=C1)CC#N ((7-Methoxy-1-naphthyl)acetonitrile), [H][H] (hydrogen). Reagents/catalysts: [Ni] (Raney nickel). Solvent: C(C)(=O)OC(C)=O (acetic anhydride). Conditions: time 1 hour. Product: COC1=CC=C2C=CC=C(C2=C1)CCNC(C)=O (N-[2-(7-Methoxy-1-naphthyl)ethyl]acetamide). The yield is 89.0%. As a reaction SMILES: [CH2:1]([OH:3])[CH3:2].O.[H][H].[CH3:7][O:8][C:9]1[CH:18]=[C:17]2[C:12]([CH:13]=[CH:14][CH:15]=[C:16]2[CH2:19][C:20]#[N:21])=[CH:11][CH:10]=1>[Ni].C(OC(=O)C)(=O)C>[CH3:7][O:8][C:9]1[CH:18]=[C:17]2[C:12]([CH:13]=[CH:14][CH:15]=[C:16]2[CH2:19][CH2:20][NH:21][C:1](=[O:3])[CH3:2])=[CH:11][CH:10]=1. Reported procedure: There are introduced into an 8 litre reactor 136 g of Raney nickel, 2.06 litres of ethanol and 0.23 litre of water. Whilst stirring at 70° C. and under 30 bars of hydrogen, the compound obtained in Step B (0.8 kg), dissolved in acetic anhydride (2.4 litres), is added slowly. At the end of the addition, the reaction mixture is stirred for 1 hour under hydrogen at 30 bars; the reactor is then subjected to decompression and the liquors are filtered. After concentrating the mixture, the residue is c... Reactants: FC1(F)CC1CBr, Oc1cnc(Cl)nc1, [K+], [K+], O=C([O-])[O-], CN(C)C=O. Yields the product FC1(F)CC1COc1cnc(Cl)nc1. Reaction SMILES: [Br:1][CH2:2][CH:3]1[C:4]([F:6])([F:7])[CH2:5]1.[Cl:14][c:15]1[n:16][cH:17][c:18]([OH:21])[cH:19][n:20]1.[K+:8].[K+:9].[O-:10][C:11]([O-:12])=[O:13].[O:22]=[CH:23][N:24]([CH3:25])[CH3:26]>>[CH2:2]([CH:3]1[C:4]([F:6])([F:7])[CH2:5]1)[O:21][c:18]1[cH:17][n:16][c:15]([Cl:14])[n:20][cH:19]1. Reactants: ClC=1C=C(CN2C[C@@H](OCC2)CN)C=CC1Cl (1-[(2S)-4-(3,4-Dichlorobenzyl)morpholin-2-yl]methanamine), C1(=CC=CC=C1)C=1OC(=C(N1)CC(=O)O)C (2-phenyl-5-methyl-4-oxazolylacetic acid). The product is ClC=1C=C(CN2C[C@@H](OCC2)CNC(CC=2N=C(OC2C)C2=CC=CC=C2)=O)C=CC1Cl (N-{[(2S)-4-(3,4-Dichlorobenzyl)morpholin-2-yl]methyl}-2-(5-methyl-2-phenyl-1,3-oxazol-4-yl)acetamide). The yield is 48.5%. Reaction SMILES: [Cl:1][C:2]1[CH:3]=[C:4]([CH:14]=[CH:15][C:16]=1[Cl:17])[CH2:5][N:6]1[CH2:11][CH2:10][O:9][C@@H:8]([CH2:12][NH2:13])[CH2:7]1.[C:18]1([C:24]2[O:25][C:26]([CH3:33])=[C:27]([CH2:29][C:30](O)=[O:31])[N:28]=2)[CH:23]=[CH:22][CH:21]=[CH:20][CH:19]=1>>[Cl:1][C:2]1[CH:3]=[C:4]([CH:14]=[CH:15][C:16]=1[Cl:17])[CH2:5][N:6]1[CH2:11][CH2:10][O:9][C@@H:8]([CH2:12][NH:13][C:30](=[O:31])[CH2:29][C:27]2[N:28]=[C:24]([C:18]3[CH:23]=[CH:22][CH:21]=[CH:20][CH:19]=3)[O:25][C:26]=2[CH3:33])[CH2:7]1. Procedure: Example 54 was prepared in an analogous manner to Example 1 using a mixture of Intermediate 9 (0.055 g) and 2-phenyl-5-methyl-4-oxazolylacetic acid (0.050 g) to give the title compound (0.046 g). The reactants are OC1=CC=CC(=N1)C(=O)O (6-hydroxypicolinic acid), NC1=NC=2C=CC=NC2C2=C1N=C(N2CCN)CCCC (2-(4-amino-2-butyl-1H-imidazo[4,5-c][1,5]naphthyridin-1-yl)ethaneamine). Procedure: Using the general method of Example 97 6-hydroxypicolinic acid (0.24 g, 1.7 mmole) was reacted with 2-(4-amino-2-butyl-1H-imidazo[4,5-c][1,5]naphthyridin-1-yl)ethaneamine (0.5 g, 1.7 mmol) to provide 0.15 g of N-[2-(4-amino-2-butyl-1H-imidazo[4,5-c][1,5]naphthyridin-1-yl)ethyl]-6-hydroxy-2-pyridinecarboxamide as a white powder, m.p. 258-260° C. Analysis: Calculated for C21H23N7O2+½ CH3CN: %C, 62.03; %H, 5.80; %N, 24.66. Found: %C, 61.87; %H, 5.70; %N, 24.60. Yield: 21.8%. RXN SMILES: [OH:1][C:2]1[N:7]=[C:6]([C:8]([OH:10])=O)[CH:5]=[CH:4][CH:3]=1.[NH2:11][C:12]1[C:21]2[N:22]=[C:23]([CH2:28][CH2:29][CH2:30][CH3:31])[N:24]([CH2:25][CH2:26][NH2:27])[C:20]=2[C:19]2[N:18]=[CH:17][CH:16]=[CH:15][C:14]=2[N:13]=1>>[NH2:11][C:12]1[C:21]2[N:22]=[C:23]([CH2:28][CH2:29][CH2:30][CH3:31])[N:24]([CH2:25][CH2:26][NH:27][C:8]([C:6]3[CH:5]=[CH:4][CH:3]=[C:2]([OH:1])[N:7]=3)=[O:10])[C:20]=2[C:19]2[N:18]=[CH:17][CH:16]=[CH:15][C:14]=2[N:13]=1. Yields the product NC1=NC=2C=CC=NC2C2=C1N=C(N2CCNC(=O)C2=NC(=CC=C2)O)CCCC (N-[2-(4-amino-2-butyl-1H-imidazo[4,5-c][1,5]naphthyridin-1-yl)ethyl]-6-hydroxy-2-pyridinecarboxamide).